Dataset: the Open Reaction Database (ORD), a public repository of structured organic reaction records. Task: describe an organic reaction: reactants, conditions, products, and yield Starting materials: CCCCc1cc2ccccc2o1, COc1ccc(C(=O)Cl)s1, ClC(Cl)Cl, Cl[Sn](Cl)(Cl)Cl. Product: CCCCc1oc2ccccc2c1C(=O)c1ccc(OC)s1. Reaction SMILES: [CH2:1]([CH2:2][CH2:3][CH3:4])[c:5]1[cH:6][c:7]2[c:8]([o:9]1)[cH:10][cH:11][cH:12][cH:13]2.[CH3:14][O:15][c:16]1[cH:17][cH:18][c:19]([C:21](=[O:22])[Cl:23])[s:20]1.[CH:29]([Cl:30])([Cl:31])[Cl:32].[Cl:24][Sn:25]([Cl:26])([Cl:27])[Cl:28]>>[CH2:1]([CH2:2][CH2:3][CH3:4])[c:5]1[c:6]([C:21]([c:19]2[cH:18][cH:17][c:16]([O:15][CH3:14])[s:20]2)=[O:22])[c:7]2[c:8]([o:9]1)[cH:10][cH:11][cH:12][cH:13]2.